From a dataset of the Open Reaction Database (ORD), a public repository of structured organic reaction records. describe an organic reaction: reactants, conditions, products, and yield Reported procedure: Following the synthetic and purification procedures of Example 1291c, 7-(2-Fluoro-6-methoxy-phenyl)-2-methanesulfinyl-pyrrolo[2,1-f][1,2,4]triazine (79 mg, 0.26 mmol) was coupled to 2-[4-(4-amino-phenyl)-piperidin-1-yl]-acetamide (91 mg, 0.39 mmol) in a sealed vial at 125° C. for 96 h followed by 6 h in a microwave reactor at 170° C. Yield of Yields the product FC1=C(C(=CC=C1)OC)C1=CC=C2C=NC(=NN21)NC2=CC=C(C=C2)C2CCN(CC2)CC(=O)N (2-(4-{4-[7-(2-Fluoro-6-methoxy-phenyl)-pyrrolo[2,1-f][1,2,4]triazin-2-ylamino]-phenyl}-piperidin-1-yl)-acetamide). As a reaction SMILES: [F:1][C:2]1[CH:7]=[CH:6][CH:5]=[C:4]([O:8][CH3:9])[C:3]=1[C:10]1[N:18]2[C:13]([CH:14]=[N:15][C:16](S(C)=O)=[N:17]2)=[CH:12][CH:11]=1.[NH2:22][C:23]1[CH:28]=[CH:27][C:26]([CH:29]2[CH2:34][CH2:33][N:32]([CH2:35][C:36]([NH2:38])=[O:37])[CH2:31][CH2:30]2)=[CH:25][CH:24]=1>>[F:1][C:2]1[CH:7]=[CH:6][CH:5]=[C:4]([O:8][CH3:9])[C:3]=1[C:10]1[N:18]2[C:13]([CH:14]=[N:15][C:16]([NH:22][C:23]3[CH:28]=[CH:27][C:26]([CH:29]4[CH2:30][CH2:31][N:32]([CH2:35][C:36]([NH2:38])=[O:37])[CH2:33][CH2:34]4)=[CH:25][CH:24]=3)=[N:17]2)=[CH:12][CH:11]=1. Reactants: FC1=C(C(=CC=C1)OC)C1=CC=C2C=NC(=NN21)S(=O)C (7-(2-Fluoro-6-methoxy-phenyl)-2-methanesulfinyl-pyrrolo[2,1-f][1,2,4]triazine), NC1=CC=C(C=C1)C1CCN(CC1)CC(=O)N (2-[4-(4-amino-phenyl)-piperidin-1-yl]-acetamide). Conditions: time 6 hour. The reactants are O (Water), COC1=CC2=C(N(C=N2)C=2SC(=C(N2)C2=CC=CC=C2)C#N)C=C1OC (2-(5,6-Dimethoxy-benzoimidazol-1-yl)-4-phenyl-thiazole-5-carbonitrile), [N-]=[N+]=[N-].[Na+] (sodium azide), [Cl-].[NH4+] (ammonium chloride). The solvent is CN1C(CCC1)=O (N-methylpyrrolidone). Conditions: temperature 110 celsius, time 1 hour. Product: COC1=CC2=C(N(C=N2)C=2SC(=C(N2)C2=CC=CC=C2)C2=NN=NN2)C=C1OC (5,6-Dimethoxy-1-[4-phenyl-5-(1H-tetrazol-5-yl)-thiazol-2-yl]-1H-benzoimidazole). Yield: 47.3%. Reaction SMILES: [CH3:1][O:2][C:3]1[C:24]([O:25][CH3:26])=[CH:23][C:6]2[N:7]([C:10]3[S:11][C:12]([C:21]#[N:22])=[C:13]([C:15]4[CH:20]=[CH:19][CH:18]=[CH:17][CH:16]=4)[N:14]=3)[CH:8]=[N:9][C:5]=2[CH:4]=1.[N-:27]=[N+:28]=[N-:29].[Na+].[Cl-].[NH4+].O>CN1CCCC1=O>[CH3:1][O:2][C:3]1[C:24]([O:25][CH3:26])=[CH:23][C:6]2[N:7]([C:10]3[S:11][C:12]([C:21]4[NH:29][N:28]=[N:27][N:22]=4)=[C:13]([C:15]4[CH:20]=[CH:19][CH:18]=[CH:17][CH:16]=4)[N:14]=3)[CH:8]=[N:9][C:5]=2[CH:4]=1 |f:1.2,3.4|. Procedure: A mixture of 2-(5,6-Dimethoxy-benzoimidazol-1-yl)-4-phenyl-thiazole-5-carbonitrile (261 mg, 0.72 mmol), sodium azide (220 mg) and ammonium chloride (250 mg) in N-methylpyrrolidone (2.5 ml) was stirred at 110° C. for 1 hr. Water was added and the mixture was extracted with methylene chloride. After removal of solvent, the residue was purified by HPLC to yield the product (138.1 mg, yield 47%). 1H-NMR (DMSO-D6) 8.78 (s, 1H); 8.21-8.29 (m, 2H); 7.86 (s, 1H); 7.36-7.50 (m, 3H); 3.90 (s, 3H); 3.88 (s... Reactants: C(C)(C)(C)OC(=O)N1CCN(CC1)C1=NC=NC(=C1C#CC=1C=NC(=CC1)N)C (4-[5-(6-Amino-pyridin-3-ylethynyl)-6-methyl-pyrimidin-4-yl]-piperazine-1-carboxylic acid tert-butyl ester). The solvent is Cl (HCl). Product: NC1=CC=C(C=N1)C#CC=1C(=NC=NC1C)N1CCNCC1 ([5-(6-Amino-pyridin-3-ylethynyl)-6-methyl-pyrimidin-4-yl]-piperazine). Reaction SMILES: C(OC([N:8]1[CH2:13][CH2:12][N:11]([C:14]2[C:19]([C:20]#[C:21][C:22]3[CH:23]=[N:24][C:25]([NH2:28])=[CH:26][CH:27]=3)=[C:18]([CH3:29])[N:17]=[CH:16][N:15]=2)[CH2:10][CH2:9]1)=O)(C)(C)C>Cl>[NH2:28][C:25]1[N:24]=[CH:23][C:22]([C:21]#[C:20][C:19]2[C:14]([N:11]3[CH2:12][CH2:13][NH:8][CH2:9][CH2:10]3)=[N:15][CH:16]=[N:17][C:18]=2[CH3:29])=[CH:27][CH:26]=1. Procedure: A solution of 7.5 g (19.1 mmol) 4-[5-(6-Amino-pyridin-3-ylethynyl)-6-methyl-pyrimidin-4-yl]-piperazine-1-carboxylic acid tert-butyl ester in 50 mL 4 M HCl (in dioxane) ist to stirred for 3 hours at room temperature. The reaction mixture is evaporated and the residue is taken up in 50 ml DCM and washed with saturated aqueous NaHCO3 solution. After phase separation the organic solvent is removed under reduced pressure. The residue is taken up in methanol dried over Na2SO4. After 15 hours the suspe... The reactants are CCOC(=O)C1(Cc2ccccc2)CCNCC1, CCO, COc1cc2nc(Cl)nc(O)c2cc1OC, Cl. The product is CCOC(=O)C1(Cc2ccccc2)CCN(c2nc(O)c3cc(OC)c(OC)cc3n2)CC1. As a reaction SMILES: [CH2:17]([CH3:18])[O:19][C:20](=[O:21])[C:22]1([CH2:28][c:29]2[cH:30][cH:31][cH:32][cH:33][cH:34]2)[CH2:23][CH2:24][NH:25][CH2:26][CH2:27]1.[CH3:36][CH2:37][OH:38].[Cl:1][c:2]1[n:3][c:4]2[cH:5][c:6]([O:15][CH3:16])[c:7]([O:13][CH3:14])[cH:8][c:9]2[c:10]([OH:12])[n:11]1.[ClH:35]>>[c:2]1([N:25]2[CH2:24][CH2:23][C:22]([C:20]([O:19][CH2:17][CH3:18])=[O:21])([CH2:28][c:29]3[cH:30][cH:31][cH:32][cH:33][cH:34]3)[CH2:27][CH2:26]2)[n:3][c:4]2[cH:5][c:6]([O:15][CH3:16])[c:7]([O:13][CH3:14])[cH:8][c:9]2[c:10]([OH:12])[n:11]1.